From a dataset of the Open Reaction Database (ORD), a public repository of structured organic reaction records. describe an organic reaction: reactants, conditions, products, and yield Reactants: CC(C)CNCC(=O)OCc1ccccc1, CNC(=O)C(CC(=O)Oc1c(F)c(F)c(F)c(F)c1F)CC(C)C, CN(C)C=O. Yields the product CNC(=O)C(CC(=O)N(CC(=O)OCc1ccccc1)CC(C)C)CC(C)C. As a reaction SMILES: [CH2:25]([c:26]1[cH:27][cH:28][cH:29][cH:30][cH:31]1)[O:32][C:33]([CH2:34][NH:35][CH2:36][CH:37]([CH3:38])[CH3:39])=[O:40].[F:1][c:2]1[c:3]([F:4])[c:5]([F:6])[c:7]([F:8])[c:9]([F:10])[c:11]1[O:12][C:13]([CH2:14][CH:15]([CH2:16][CH:17]([CH3:18])[CH3:19])[C:20]([NH:21][CH3:22])=[O:23])=[O:24].[O:41]=[CH:42][N:43]([CH3:44])[CH3:45]>>[O:12]=[C:13]([CH2:14][CH:15]([CH2:16][CH:17]([CH3:18])[CH3:19])[C:20]([NH:21][CH3:22])=[O:23])[N:35]([CH2:34][C:33]([O:32][CH2:25][c:26]1[cH:27][cH:28][cH:29][cH:30][cH:31]1)=[O:40])[CH2:36][CH:37]([CH3:38])[CH3:39]. Starting materials: CC(CCBr)C(=O)Br, CO, ClC(Cl)Cl. Yields the product COC(=O)C(C)CCBr. Reaction SMILES: [Br:1][CH2:2][CH2:3][CH:4]([C:5](=[O:6])[Br:7])[CH3:8].[CH3:9][OH:10].[Cl:11][CH:12]([Cl:13])[Cl:14]>>[Br:1][CH2:2][CH2:3][CH:4]([C:5](=[O:6])[O:10][CH3:9])[CH3:8]. Starting materials: FC=1C=CC(=C(C(=O)O)C1)N1N=CC=N1 (5-Fluoro-2-[1,2,3]triazol-2-yl-benzoic acid), IC1=C(C(=O)O)C=C(C=C1)C (2-iodo-5-methyl benzoic acid), FC=1C=CC(=C(C(=O)O)C1)I (5-fluoro-2-iodo-benzoic acid). Yields the product CC=1C=CC(=C(C(=O)O)C1)N1N=CC=N1 (5-Methyl-2-[1,2,3]triazol-2-yl-benzoic acid). As a reaction SMILES: F[C:2]1[CH:3]=[CH:4][C:5]([N:11]2[N:15]=[CH:14][CH:13]=[N:12]2)=[C:6]([CH:10]=1)[C:7]([OH:9])=[O:8].I[C:17]1C=CC(C)=CC=1C(O)=O.FC1C=CC(I)=C(C=1)C(O)=O>>[CH3:17][C:2]1[CH:3]=[CH:4][C:5]([N:11]2[N:15]=[CH:14][CH:13]=[N:12]2)=[C:6]([CH:10]=1)[C:7]([OH:9])=[O:8]. Procedure details: The title compound was prepared in a manner analogous to Intermediate 1, substituting for 2-iodo-5-methyl benzoic acid for 5-fluoro-2-iodo-benzoic acid in Step A. 1H NMR (400 MHz, CD3OD): 7.87 (s 2H), 7.66 (d, J=1.3 Hz, 1H), 7.59 (d, J=8.2 Hz, 1H), 7.53-7.46 (m, 1H), 2.45 (s, 3H). Reactants: NC=1C(N(N=CC1)C)=O (4-Amino-2-methyl-2H-pyridazin-3-one), CC1=C(OC2CCNCC2)C=C(C=C1)C (4-(2,5-dimethyl-phenoxy)-piperidine), Cl.FC(C1=C(OC2CCNCC2)C=CC=C1)(F)F (4-(2-Trifluoromethyl-phenoxy)-piperidine hydrochloride). Yields the product CN1N=CC=C(C1=O)NC(=O)N1CCC(CC1)OC1=C(C=CC(=C1)C)C (4-(2,5-dimethyl-phenoxy)-piperidine-1-carboxylic acid (2-methyl-3-oxo-2,3-dihydro-pyridazin-4-yl)-amide). Isolated yield 43.0%. RXN SMILES: [NH2:1][C:2]1[C:3](=[O:9])[N:4]([CH3:8])[N:5]=[CH:6][CH:7]=1.[CH3:10][C:11]1[CH:23]=[CH:22][C:21]([CH3:24])=[CH:20][C:12]=1[O:13][CH:14]1[CH2:19][CH2:18][NH:17][CH2:16][CH2:15]1.Cl.FC(F)(F)C1C=CC=C[C:29]=1[O:30]C1CCNCC1>>[CH3:8][N:4]1[C:3](=[O:9])[C:2]([NH:1][C:29]([N:17]2[CH2:18][CH2:19][CH:14]([O:13][C:12]3[CH:20]=[C:21]([CH3:24])[CH:22]=[CH:23][C:11]=3[CH3:10])[CH2:15][CH2:16]2)=[O:30])=[CH:7][CH:6]=[N:5]1 |f:2.3|. Reported procedure: Compound 55 is prepared from intermediate 4c and from 4-(2,5-dimethyl-phenoxy)-piperidine (obtained following the method described for intermediate 1a), applying synthesis method 7 (yield: 43%). The reactants are CC(C)(C)OC(=O)NC1CC=CCC1, CCOC(C)=O, CCI, C1CCCCC1, CS(C)=O, [H-], [Na+]. Product: CCN(C(=O)OC(C)(C)C)C1CC=CCC1. As a reaction SMILES: [C:1]([CH3:2])([CH3:3])([CH3:4])[O:5][C:6]([NH:7][CH:8]1[CH2:9][CH:10]=[CH:11][CH2:12][CH2:13]1)=[O:14].[C:20]([O:21][CH2:22][CH3:23])(=[O:24])[CH3:25].[CH2:17]([CH3:18])[I:19].[CH2:26]1[CH2:27][CH2:28][CH2:29][CH2:30][CH2:31]1.[CH3:32][S:33]([CH3:34])=[O:35].[H-:15].[Na+:16]>>[C:1]([CH3:2])([CH3:3])([CH3:4])[O:5][C:6]([N:7]([CH:8]1[CH2:9][CH:10]=[CH:11][CH2:12][CH2:13]1)[CH2:17][CH3:18])=[O:14]. The reactants are ClC1=C(CNC(=O)C=2C(NN=C(C2)C2=CC=NC=C2)=O)C=CC(=C1)Cl (N-(2,4-dichlorobenzyl)-3-oxo-6-pyridin-4-yl-2,3-dihydropyridazine-4-carboxamide), ClC1=CC=C(CN)C=C1 (4-chlorobenzylamine), solid, O=C1NN=C(C=C1C(=O)O)C1=CC=NC=C1 (3-oxo-6-pyridin-4-yl-2,3-dihydropyridazine-4-carboxylic acid), C(C(=O)Cl)(=O)Cl (oxalyl chloride). Run in ClCCl (dichloromethane), CN(C=O)C (dimethylformamide), C(C)N(CC)CC (triethylamine). Product: ClC1=CC=C(CNC(=O)C=2C(NN=C(C2)C2=CC=NC=C2)=O)C=C1 (N-(4-chlorobenzyl)-3-oxo-6-pyridin-4-yl-2,3-dihydropyridazine-4-carboxamide). As a reaction SMILES: Cl[C:2]1[CH:24]=[C:23]([Cl:25])[CH:22]=[CH:21][C:3]=1[CH2:4][NH:5][C:6]([C:8]1[C:9](=[O:20])[NH:10][N:11]=[C:12]([C:14]2[CH:19]=[CH:18][N:17]=[CH:16][CH:15]=2)[CH:13]=1)=[O:7].O=C1C(C(O)=O)=CC(C2C=CN=CC=2)=NN1.C(Cl)(=O)C(Cl)=O.ClC1C=CC(CN)=CC=1>C(N(CC)CC)C.CN(C)C=O.ClCCl>[Cl:25][C:23]1[CH:24]=[CH:2][C:3]([CH2:4][NH:5][C:6]([C:8]2[C:9](=[O:20])[NH:10][N:11]=[C:12]([C:14]3[CH:19]=[CH:18][N:17]=[CH:16][CH:15]=3)[CH:13]=2)=[O:7])=[CH:21][CH:22]=1. Procedure: Working as in example 2 for the preparation of N-(2,4-dichlorobenzyl)-3-oxo-6-pyridin-4-yl-2,3-dihydropyridazine-4-carboxamide, but starting with 0.3 g of 3-oxo-6-pyridin-4-yl-2,3-dihydropyridazine-4-carboxylic acid, 10 cm3 of dichloromethane, 0.02 cm3 of dimethylformamide, 0.12 cm3 of oxalyl chloride, 0.19 cm3 of 4-chlorobenzylamine and 0.19 cm3 of triethylamine, 0.2 g of N-(4-chlorobenzyl)-3-oxo-6-pyridin-4-yl-2,3-dihydropyridazine-4-carboxamide was obtained in the form of a cream-colored soli... The reactants are S(O)(O)(=O)=O (sulfuric acid), CO (methanol), ClC1=CC=C(C=C1)C=1NC(OC1)=O (4-(4-chlorophenyl)-2-oxo-4-oxazoline), C(C=C)(=O)OC (methyl acrylate). Solvent: C(C)#N (acetonitrile), O (water). Run at temperature 25 celsius, time 1.5 hour. The product is ClC1=CC=C(C=C1)C=1NC(OC1C(C(=O)OC)C)=O (Methyl 2-(4-(4-chlorophenyl)-2-oxo-4-oxazolin-5-yl)propionate). Isolated yield 79.4%. Reaction SMILES: [Cl:1][C:2]1[CH:7]=[CH:6][C:5]([C:8]2[NH:9][C:10](=[O:13])[O:11][CH:12]=2)=[CH:4][CH:3]=1.S(=O)(=O)(O)O.[C:19]([O:23][CH3:24])(=[O:22])[CH:20]=[CH2:21].CO>C(#N)C.O>[Cl:1][C:2]1[CH:3]=[CH:4][C:5]([C:8]2[NH:9][C:10](=[O:13])[O:11][C:12]=2[CH:20]([CH3:21])[C:19]([O:23][CH3:24])=[O:22])=[CH:6][CH:7]=1. Reported procedure: 4-(4-chlorophenyl)-2-oxo-4-oxazoline (5.00 g) was suspended in acetonitrile (15 ml) in a reaction vessel, and the gas in the reaction vessel was substituted for nitrogen gas. The obtained suspension was cooled and conc. sulfuric acid (7.53 g) was added dropwise at 2-10° C. Then methyl acrylate (4.41 g) was added dropwise at 2-3° C. The obtained mixture was stirred at 20-30° C. for 1.5 h and methanol (15 ml) was added dropwise at 22-25° C. After cooling, water was added dropwise at 5-8° C. The pr... Starting materials: CO, ClCCl, O=C(Nc1c[nH]nc1-c1nc2cc(CO)ccc2[nH]1)c1c(F)cccc1F, O=[Mn]=O. Yields the product O=Cc1ccc2[nH]c(-c3n[nH]cc3NC(=O)c3c(F)cccc3F)nc2c1. As a reaction SMILES: [CH3:31][OH:32].[Cl:28][CH2:29][Cl:30].[F:1][c:2]1[c:3]([C:4](=[O:5])[NH:6][c:7]2[c:8](-[c:12]3[n:13][c:14]4[c:15]([nH:16]3)[cH:17][cH:18][c:19]([CH2:21][OH:22])[cH:20]4)[n:9][nH:10][cH:11]2)[c:23]([F:27])[cH:24][cH:25][cH:26]1.[O:33]=[Mn:34]=[O:35]>>[F:1][c:2]1[c:3]([C:4](=[O:5])[NH:6][c:7]2[c:8](-[c:12]3[n:13][c:14]4[c:15]([nH:16]3)[cH:17][cH:18][c:19]([CH:21]=[O:22])[cH:20]4)[n:9][nH:10][cH:11]2)[c:23]([F:27])[cH:24][cH:25][cH:26]1. The reactants are ClC=1C=NC=C(C1CCC1=CC=C(C2=C1C=C(O2)C(=O)OCC)OC)Cl (Ethyl 4-[2-(3,5-dichloro-4-pyridyl)ethyl]-7-methoxybenzofuran-2-carboxylate), Cl (HCl). Solvent: O1CCOCC1 (dioxane), CO (methanol), [OH-].[Na+] (NaOH). Reaction conditions: time 30 minute. Yields the product ClC=1C=NC=C(C1CCC1=CC=C(C2=C1C=C(O2)C(=O)O)OC)Cl (4-[2-(3,5-dichloro-4-pyridyl)ethyl]-7-methoxybenzofuran-2-carboxylic acid). Isolated yield 97.5%. RXN SMILES: [Cl:1][C:2]1[CH:3]=[N:4][CH:5]=[C:6]([Cl:26])[C:7]=1[CH2:8][CH2:9][C:10]1[C:15]2[CH:16]=[C:17]([C:19]([O:21]CC)=[O:20])[O:18][C:14]=2[C:13]([O:24][CH3:25])=[CH:12][CH:11]=1.Cl>O1CCOCC1.CO.[OH-].[Na+]>[Cl:26][C:6]1[CH:5]=[N:4][CH:3]=[C:2]([Cl:1])[C:7]=1[CH2:8][CH2:9][C:10]1[C:15]2[CH:16]=[C:17]([C:19]([OH:21])=[O:20])[O:18][C:14]=2[C:13]([O:24][CH3:25])=[CH:12][CH:11]=1 |f:4.5|. Procedure details: Ethyl 4-[2-(3,5-dichloro-4-pyridyl)ethyl]-7-methoxybenzofuran-2-carboxylate (1.9 g) was dissolved in dioxane (20 ml)-methanol (5 ml), and 1 N aqueous NaOH (15 ml) as added thereto. The mixture was returned to room temperature and stirred for 30 minutes. After 1 N aqueous HCl was dropwise added thereto under cooling on ice, the precipitated crystals were collected by filtration and washed with water to give Compound N (1.72 g, 97%) as colorless crystals.